Dataset: the Open Reaction Database (ORD), a public repository of structured organic reaction records. Task: describe an organic reaction: reactants, conditions, products, and yield Starting materials: FC1=C(C=CC=C1)N(CC(COC1CN(CCC1C1=CC=C(C=C1)OCCCOCC1=C(C=CC=C1)OC)C(=O)OC(C)(C)C)O)S(=O)(=O)C1=CC=C(C=C1)C (tert-butyl 3-{3-[(2-fluorophenyl)(toluene-4-sulphonyl)amino]-2(R,S)-hydroxypropoxy}-4-{4-[3-(2-methoxybenzyloxy)propoxy]phenyl}piperidine-1-carboxylate), CC(C)([O-])C.[K+] (potassium tert-butoxide). Solvent: O1CCCC1 (tetrahydrofuran), Cl (HCl). Yields the product COC1=C(COCCCOC2=CC=C(C=C2)C2C(CN(CC2)C(=O)OC(C)(C)C)OCC2OC3=C(N(C2)S(=O)(=O)C2=CC=C(C=C2)C)C=CC=C3)C=CC=C1 (tert-Butyl 4-{4-[3-(2-methoxybenzyloxy)propoxy]phenyl}-3-[4-(toluene-4-sulphonyl)-3,4-dihydro-2H-benzo[1,4]oxazin-2(R,S)-ylmethoxy]piperidine-1-carboxylate), SiO2. Reaction SMILES: F[C:2]1[CH:7]=[CH:6][CH:5]=[CH:4][C:3]=1[N:8]([S:47]([C:50]1[CH:55]=[CH:54][C:53]([CH3:56])=[CH:52][CH:51]=1)(=[O:49])=[O:48])[CH2:9][CH:10]([OH:46])[CH2:11][O:12][CH:13]1[CH:18]([C:19]2[CH:24]=[CH:23][C:22]([O:25][CH2:26][CH2:27][CH2:28][O:29][CH2:30][C:31]3[CH:36]=[CH:35][CH:34]=[CH:33][C:32]=3[O:37][CH3:38])=[CH:21][CH:20]=2)[CH2:17][CH2:16][N:15]([C:39]([O:41][C:42]([CH3:45])([CH3:44])[CH3:43])=[O:40])[CH2:14]1.CC(C)([O-])C.[K+]>O1CCCC1.Cl>[CH3:38][O:37][C:32]1[CH:33]=[CH:34][CH:35]=[CH:36][C:31]=1[CH2:30][O:29][CH2:28][CH2:27][CH2:26][O:25][C:22]1[CH:23]=[CH:24][C:19]([CH:18]2[CH2:17][CH2:16][N:15]([C:39]([O:41][C:42]([CH3:45])([CH3:44])[CH3:43])=[O:40])[CH2:14][CH:13]2[O:12][CH2:11][CH:10]2[CH2:9][N:8]([S:47]([C:50]3[CH:55]=[CH:54][C:53]([CH3:56])=[CH:52][CH:51]=3)(=[O:49])=[O:48])[C:3]3[CH:4]=[CH:5][CH:6]=[CH:7][C:2]=3[O:46]2)=[CH:20][CH:21]=1 |f:1.2|. Reported procedure: A solution of 1.04 g tert-butyl 3-{3-[(2-fluorophenyl)(toluene-4-sulphonyl)amino]-2(R,S)-hydroxypropoxy}-4-{4-[3-(2-methoxybenzyloxy)propoxy]phenyl}piperidine-1-carboxylate and 0.60 g of potassium tert-butoxide in 30 ml of tetrahydrofuran is stirred at reflux over 30 minutes. The reaction mixture is cooled to room temperature, diluted with 1N HCl and extracted with ethyl acetate (2×). The combined organic phases are dried over sodium sulphate and concentrated by evaporation. The title compound i... Starting materials: Compound 6, O1CCOCC1 (dioxane), C(CCC)[Li] (butyllithium), P(=O)(OCC)(OCC)Cl (diethyl chlorophosphate), C1CCOC1 (THF). Reaction conditions: temperature -78 celsius, time 1 hour. The product is P(=O)(OC1=CC=CC=C1)(OC1=CC=CC=C1)Cl (diphenyl chlorophosphate). Reaction SMILES: O1CCOCC1.[CH2:7]([Li])[CH2:8][CH2:9][CH3:10].[P:12]([Cl:20])([O:17][CH2:18][CH3:19])([O:14][CH2:15][CH3:16])=[O:13].[CH2:21]1[CH2:25]O[CH2:23][CH2:22]1>>[P:12]([Cl:20])([O:17][C:18]1[CH:23]=[CH:22][CH:21]=[CH:25][CH:19]=1)([O:14][C:15]1[CH:10]=[CH:9][CH:8]=[CH:7][CH:16]=1)=[O:13]. Procedure details: Compound 6 (0.75 g) is first dissolved in refluxing dioxane, evaporated to dryness under reduced pressure, and then dissolved in 600 mL THF. The solution is cooled to -78° C. To this solution is slowly added 4.8 mL (2 eq) butyllithium solution, and the resultant cloudy mixture is stirred at 78° C. for 1 hour. A solution of 2.61 g (2.6 eq) diethyl chlorophosphate in 10 mL THF is then added dropwise. The mixture is maintained at -78° C. for three hours and then quenched by the dropwise addition of...